From a dataset of the Open Reaction Database (ORD), a public repository of structured organic reaction records. describe an organic reaction: reactants, conditions, products, and yield The reactants are O.NN (hydrazine hydrate), intermediate, C1(C=2C(C(N1CCOC1=CC=3C(C4=CC=C(C=C4C(C3C=C1)=O)OCCN1C(C=3C(C1=O)=CC=CC3)=O)=O)=O)=CC=CC2)=O (2,6-bis-(2-phthalimidoethoxy)anthraquinone), Cl (hydrochloric acid), ( A ). The solvent is O (Water), CO (methanol), CO (methanol). Conditions: temperature 0 celsius. Yields the product NCCOC1=CC=2C(C3=CC=C(C=C3C(C2C=C1)=O)OCCN)=O (2,6-BIS(2-AMINOETHOXY)ANTHRAQUINONE). Reaction SMILES: C1(=O)[N:5]([CH2:6][CH2:7][O:8][C:9]2[CH:22]=[CH:21][C:20]3[C:19](=[O:23])[C:18]4[C:13](=[CH:14][CH:15]=[C:16]([O:24][CH2:25][CH2:26][N:27]5C(=O)C6=CC=CC=C6C5=O)[CH:17]=4)[C:12](=[O:38])[C:11]=3[CH:10]=2)C(=O)C2=CC=CC=C12.O.NN.Cl>CO.O>[NH2:5][CH2:6][CH2:7][O:8][C:9]1[CH:22]=[CH:21][C:20]2[C:19](=[O:23])[C:18]3[C:13](=[CH:14][CH:15]=[C:16]([O:24][CH2:25][CH2:26][NH2:27])[CH:17]=3)[C:12](=[O:38])[C:11]=2[CH:10]=1 |f:1.2|. Procedure details: A mixture of 17.4 g (0.03 mole) of the intermediate 2,6-bis-(2-phthalimidoethoxy)anthraquinone, prepared in (A) above, 200 ml. of methanol, and 3.6 g. (0.06 mole) of hydrazine hydrate (85%) is heated to reflux for four hours. Water (100 ml.) is added and the methanol boiled out of the mixture. Then, 75 ml. of 37% hydrochloric acid is added and the resulting mixture heated to reflux for another hour. The mixture is allowed to cool, then chilled at 0° C., and the precipitate of phthalhydrazide rem... Starting materials: O (water), BrC1=CC=C(C(=O)C2=CC=C(OC/C=C/CN(C)CC#N)C=C2)C=C1 ((E)-[[4-[4-(4-bromo-benzoyl)-phenoxy]-but-2-enyl]-methyl-amino]-acetonitrile), C([O-])([O-])=O.[K+].[K+] (potassium carbonate), OO (hydrogen peroxide). Solvent: CS(=O)C (dimethyl sulphoxide). Run at temperature 0 celsius, time 8 hour. Product: BrC1=CC=C(C(=O)C2=CC=C(OC/C=C/CN(CC(=O)N)C)C=C2)C=C1 ((E)-2-[[4-[4-(4-bromo-benzoyl)-phenoxy]-but-2-enyl]-methyl-amino]-acetamide). Isolated yield 314.6%. As a reaction SMILES: [Br:1][C:2]1[CH:25]=[CH:24][C:5]([C:6]([C:8]2[CH:23]=[CH:22][C:11]([O:12][CH2:13]/[CH:14]=[CH:15]/[CH2:16][N:17]([CH2:19][C:20]#[N:21])[CH3:18])=[CH:10][CH:9]=2)=[O:7])=[CH:4][CH:3]=1.C(=O)([O-])[O-:27].[K+].[K+].OO.O>CS(C)=O>[Br:1][C:2]1[CH:3]=[CH:4][C:5]([C:6]([C:8]2[CH:23]=[CH:22][C:11]([O:12][CH2:13]/[CH:14]=[CH:15]/[CH2:16][N:17]([CH3:18])[CH2:19][C:20]([NH2:21])=[O:27])=[CH:10][CH:9]=2)=[O:7])=[CH:24][CH:25]=1 |f:1.2.3|. Procedure details: A suspension of 0.4 g of (E)-[[4-[4-(4-bromo-benzoyl)-phenoxy]-but-2-enyl]-methyl-amino]-acetonitrile (Ex. 2j) and 0.04 g of potassium carbonate in 3 ml of dimethyl sulphoxide is cooled to 0° C. and treated with 1 ml of 30% hydrogen peroxide solution. The reaction mixture is warmed to room temperature and stirred overnight. For the working up, the mixture is treated with 10 ml of water and the separated crystals are filtered off and washed with water. There is obtained 0.38 g of (E)-2-[[4-[4-(4-... The reactants are FC(C(C1=CC=C(O)C=C1)(C(F)(F)F)C1=CC=C(C=C1)O)(F)F (hexafluorobisphenol A), C([O-])([O-])=O.[K+].[K+] (potassium carbonate), C(C#C)Br (propargyl bromide). The solvent is CC(=O)C (acetone). The product is C(C#C)OCC#C (Dipropargyl ether), FC(C(C1=CC=C(O)C=C1)(C(F)(F)F)C1=CC=C(C=C1)O)(F)F (hexafluorobisphenol A). RXN SMILES: [F:1][C:2]([F:23])([F:22])[C:3]([C:15]1[CH:20]=[CH:19][C:18]([OH:21])=[CH:17][CH:16]=1)([C:11]([F:14])([F:13])[F:12])[C:4]1[CH:10]=[CH:9][C:7]([OH:8])=[CH:6][CH:5]=1.[CH2:24](Br)[C:25]#[CH:26].C(=O)([O-])[O-].[K+].[K+]>CC(C)=O>[CH2:26]([O:21][CH2:18][C:19]#[CH:20])[C:25]#[CH:24].[F:1][C:2]([F:22])([F:23])[C:3]([C:15]1[CH:20]=[CH:19][C:18]([OH:21])=[CH:17][CH:16]=1)([C:11]([F:13])([F:14])[F:12])[C:4]1[CH:10]=[CH:9][C:7]([OH:8])=[CH:6][CH:5]=1 |f:2.3.4|. Procedure: A solution of 168.12 g. (0.5 mole) of hexafluorobisphenol A in 1000 ml of acetone was reacted with 142.76 g. (1.2 moles) of propargyl bromide in the presence of 165.85 g. (1.2 moles) of potassium carbonate. The reaction mixture was stirred and heated under reflux for 72 hrs. After cooling it was filtered and the solvent (acetone) of the filtrate was evaporated on a Buchi Re 121 Rotavapor. The residue was dissolved in diethyl ether and washed first with a 5% NaOH solution and then three times wit... The reactants are Cl, Cc1nc(C(=O)N2CCCCC2Cc2nc3cc(F)c(F)cc3[nH]2)c(-c2ccc(F)cc2)s1, [H-], CI, [Na+], CN(C)C=O, O. The product is Cc1nc(C(=O)N2CCCCC2Cc2nc3cc(F)c(F)cc3n2C)c(-c2ccc(F)cc2)s1. Reaction SMILES: [ClH:38].[F:1][c:2]1[cH:3][c:4]2[c:5]([nH:6][c:7]([CH2:9][CH:10]3[N:11]([C:16](=[O:17])[c:18]4[n:19][c:20]([CH3:30])[s:21][c:22]4-[c:23]4[cH:24][cH:25][c:26]([F:29])[cH:27][cH:28]4)[CH2:12][CH2:13][CH2:14][CH2:15]3)[n:8]2)[cH:31][c:32]1[F:33].[H-:35].[I:36][CH3:37].[Na+:34].[O:39]=[CH:40][N:41]([CH3:42])[CH3:43].[OH2:44]>>[F:1][c:2]1[cH:3][c:4]2[c:5]([n:6]([CH3:37])[c:7]([CH2:9][CH:10]3[N:11]([C:16](=[O:17])[c:18]4[n:19][c:20]([CH3:30])[s:21][c:22]4-[c:23]4[cH:24][cH:25][c:26]([F:29])[cH:27][cH:28]4)[CH2:12][CH2:13][CH2:14][CH2:15]3)[n:8]2)[cH:31][c:32]1[F:33]. The reactants are NC1=NC=C(C=C1C(C(=O)N(C)C)=O)Br (2-(2-amino-5-bromo-pyridin-3-yl)-N,N-dimethyl-2-oxo-acetamide), [BH4-].[Na+] (Sodium borohydride). Run in CO (MeOH), CO (methanol). Conditions: time 5 minute. The product is NC1=NC=C(C=C1C(C(=O)N(C)C)O)Br (2-(2-amino-5-bromo-pyridin-3-yl)-2-hydroxy-N,N-dimethyl-acetamide). Yield: 56.9%. As a reaction SMILES: [BH4-].[Na+].[NH2:3][C:4]1[C:9]([C:10](=[O:16])[C:11]([N:13]([CH3:15])[CH3:14])=[O:12])=[CH:8][C:7]([Br:17])=[CH:6][N:5]=1>CO>[NH2:3][C:4]1[C:9]([CH:10]([OH:16])[C:11]([N:13]([CH3:14])[CH3:15])=[O:12])=[CH:8][C:7]([Br:17])=[CH:6][N:5]=1 |f:0.1|. Reported procedure: Sodium borohydride (85.5 mg, 2.25 mmol) was added to methanol (5 mL) at 0° C. After 5 min., 2-(2-amino-5-bromo-pyridin-3-yl)-N,N-dimethyl-2-oxo-acetamide (408 mg, 1.50 mmol) in MeOH (15 mL) was added. After 1 h, the reaction was quenched by addition of saturated NH4Cl and the mixture was concentrated in vacuo. The residue was extracted with ethyl acetate, dried over Na2SO4 and purified by silica gel chromatography using DCM and MeOH to afford 2-(2-amino-5-bromo-pyridin-3-yl)-2-hydroxy-N,N-dimeth... The reactants are [N+](=O)([O-])C=1C=C(C(OC)=N)C=CC1 (methyl 3-nitrobenzimidate), COC(CN)OC (aminoacetaldehyde dimethylacetal). Solvent: CO (methanol). The product is [N+](=O)([O-])C=1C=C(C=CC1)C=1NC=CN1 (2-(3nitrophenyl)imidazole). Yield: 48.7%. RXN SMILES: [N+:1]([C:4]1[CH:5]=[C:6]([CH:11]=[CH:12][CH:13]=1)[C:7](=[NH:10])OC)([O-:3])=[O:2].CO[CH:16](OC)[CH2:17][NH2:18]>CO>[N+:1]([C:4]1[CH:5]=[C:6]([C:7]2[NH:18][CH:17]=[CH:16][N:10]=2)[CH:11]=[CH:12][CH:13]=1)([O-:3])=[O:2]. Procedure details: A stirred solution of methyl 3-nitrobenzimidate (7.57 g) and aminoacetaldehyde dimethylacetal (5.57 g) in methanol (20 ml) is heated under reflux for 24 hours. The cool solution is evaporated, and the residue treated with water (9.5 ml) and conc. hydrochloric acid (21 nil). The mixture is heated (steam bath) for 15 minutes and evaporated under reduced pressure. Water (50 ml) is added to the residue and the insoluble solid filtered and washed with water. The filtrate is neutralized with potassium... Yield: 89.9%. Reaction SMILES: C1(NC([O:10][C@H:11]2[C@H:18]([OH:19])[CH2:17][O:16][C@@H:13]([O:14][CH3:15])[C@@H:12]2[OH:20])=O)C=CC=CC=1.[H-].[Na+].[CH2:23](Br)[C:24]1[CH:29]=[CH:28][CH:27]=[CH:26][CH:25]=1>CN(C=O)C>[CH2:23]([O:20][C@@H:12]1[C@@H:11]([OH:10])[C@H:18]([O:19][CH2:23][C:24]2[CH:29]=[CH:28][CH:27]=[CH:26][CH:25]=2)[CH2:17][O:16][C@H:13]1[O:14][CH3:15])[C:24]1[CH:29]=[CH:28][CH:27]=[CH:26][CH:25]=1 |f:1.2|. Reaction conditions: time 30 minute. Solvent: CN(C)C=O (DMF). The product is C(C1=CC=CC=C1)O[C@H]1[C@H](OC)OC[C@H]([C@@H]1O)OCC1=CC=CC=C1 (methyl 2,4-di-O-benzyl-b-D-xylopyranoside). Reported procedure: To a solution of methyl 3-O-phenylcarbamoyl-b-D-xylopyranoside (73.6 g, 0.26 mole) in DMF (300 ml) was added by portions 60% NaH in oil (36.0 g, 0.9 mole). After stirring at room temperature for 30 min, benzyl bromide (113 ml, 0.95 mole) was added dropwise to the reaction mixture. After the addition was completed, the stirring was continued for 3 hr. The reaction mixture was evaporated under reduced pressure and the oily residue was partitioned between ether (500 ml) and water (500 ml). The ethe... Reactants: C1(=CC=CC=C1)NC(=O)O[C@@H]1[C@H]([C@H](OC)OC[C@H]1O)O (methyl 3-O-phenylcarbamoyl-b-D-xylopyranoside), [H-].[Na+] (NaH), oil, C(C1=CC=CC=C1)Br (benzyl bromide). Starting materials: C(#N)C1=CC=C(C(=O)Cl)C=C1 (4-cyanobenzoyl chloride), Cl.NC=1SC(=C(N1)C)C(=O)OCC (ethyl 2-amino-4-methylthiazole-5-carboxylate hydrochloride). The solvent is N1=CC=CC=C1 (pyridine). Reaction conditions: time 70 minute. Product: C(#N)C1=CC=C(C(=O)NC=2SC(=C(N2)C)C(=O)OCC)C=C1 (ethyl 2-(4-cyanobenzoylamino)-4-methylthiazole-5-carboxylate). Isolated yield 82.6%. As a reaction SMILES: [C:1]([C:3]1[CH:11]=[CH:10][C:6]([C:7](Cl)=[O:8])=[CH:5][CH:4]=1)#[N:2].Cl.[NH2:13][C:14]1[S:15][C:16]([C:20]([O:22][CH2:23][CH3:24])=[O:21])=[C:17]([CH3:19])[N:18]=1>N1C=CC=CC=1>[C:1]([C:3]1[CH:11]=[CH:10][C:6]([C:7]([NH:13][C:14]2[S:15][C:16]([C:20]([O:22][CH2:23][CH3:24])=[O:21])=[C:17]([CH3:19])[N:18]=2)=[O:8])=[CH:5][CH:4]=1)#[N:2] |f:1.2|. Procedure: A mixture of 4-cyanobenzoyl chloride (166.5 g), ethyl 2-amino-4-methylthiazole-5-carboxylate hydrochloride (224.0 g) and pyridine (2000 ml) was stirred at room temperature for 70 minutes. The precipitated crystals were collected by filtration, and washed with 3% hydrochloric acid and water to give ethyl 2-(4-cyanobenzoylamino)-4-methylthiazole-5-carboxylate (262.0 g).